Dataset: the Open Reaction Database (ORD), a public repository of structured organic reaction records. Task: describe an organic reaction: reactants, conditions, products, and yield The reactants are CC(=O)OC(C)=O, CCC1(CO)CCCN2CCc3c([nH]c4ccccc34)C21, c1ccncc1. The product is CCC1(COC(C)=O)CCCN2CCc3c([nH]c4ccccc34)C21. RXN SMILES: [CH3:22][C:23](=[O:24])[O:25][C:26](=[O:27])[CH3:28].[OH:1][CH2:2][C:3]1([CH2:20][CH3:21])[CH2:4][CH2:5][CH2:6][N:7]2[CH2:8][CH2:9][c:10]3[c:11]([nH:13][c:14]4[cH:15][cH:16][cH:17][cH:18][c:19]34)[CH:12]12.[cH:29]1[cH:30][cH:31][n:32][cH:33][cH:34]1>>[O:1]([CH2:2][C:3]1([CH2:20][CH3:21])[CH2:4][CH2:5][CH2:6][N:7]2[CH2:8][CH2:9][c:10]3[c:11]([nH:13][c:14]4[cH:15][cH:16][cH:17][cH:18][c:19]34)[CH:12]12)[C:23]([CH3:22])=[O:24]. Reactants: C(C)(C)O (IPA), N#N (N2), solution, C([C@H](O)[C@@H](O)C(=O)O)(=O)O (L-tartaric acid), solution, FC1=C(C=CC=C1)N1N=C(C2=CC=CC=C12)OC1CCNCC1 (1-(2-fluorophenyl)-3-(piperidin-4-yloxy)-1H-indazole). Solvent: CO (MeOH). Reaction conditions: time 8 hour. Yields the product C(=O)(O)[C@H](O)[C@@H](O)C(=O)O.FC1=C(C=CC=C1)N1N=C(C2=CC=CC=C12)OC1CCNCC1.FC1=C(C=CC=C1)N1N=C(C2=CC=CC=C12)OC1CCNCC1 (1-(2-fluorophenyl)-3-(piperidin-4-yloxy)-1H-indazole hemi L-tartrate). As a reaction SMILES: [C:1]([OH:10])(=[O:9])[C@@H:2]([C@H:4]([C:6]([OH:8])=[O:7])[OH:5])[OH:3].[F:11][C:12]1[CH:17]=[CH:16][CH:15]=[CH:14][C:13]=1[N:18]1[C:26]2[C:21](=[CH:22][CH:23]=[CH:24][CH:25]=2)[C:20]([O:27][CH:28]2[CH2:33][CH2:32][NH:31][CH2:30][CH2:29]2)=[N:19]1.N#N.C(O)(C)C>CO>[C:6]([C@@H:4]([C@H:2]([C:1]([OH:10])=[O:9])[OH:3])[OH:5])([OH:8])=[O:7].[F:11][C:12]1[CH:17]=[CH:16][CH:15]=[CH:14][C:13]=1[N:18]1[C:26]2[C:21](=[CH:22][CH:23]=[CH:24][CH:25]=2)[C:20]([O:27][CH:28]2[CH2:33][CH2:32][NH:31][CH2:30][CH2:29]2)=[N:19]1.[F:11][C:12]1[CH:17]=[CH:16][CH:15]=[CH:14][C:13]=1[N:18]1[C:26]2[C:21](=[CH:22][CH:23]=[CH:24][CH:25]=2)[C:20]([O:27][CH:28]2[CH2:33][CH2:32][NH:31][CH2:30][CH2:29]2)=[N:19]1 |f:5.6.7|. Reported procedure: 9.94 mg of L-tartaric acid was added to 4 ml of a solution of 1-(2-fluorophenyl)-3-(piperidin-4-yloxy)-1H-indazole in MeOH (concentration=10.3 mg/ml). The solution was placed under a stream of N2 gas until approximately 0.2 ml of solution was left. Approximately 0.75 ml of IPA (isopropyl alcohol) was then added and solution was returned to aforementioned gas stream for less than 1 minute. Precipitation was observed and the suspension was capped. The suspension was stirred overnight, and the solu... Reactants: FC1=C(C(=O)OC)C=C(C(=C1S(=O)(=O)C(F)(F)F)F)F (2,4,5-trifluoro-3-trifluoro methanesulfonyl benzoic acid, methyl ester), C(CCC)[Sn](C=C)(CCCC)CCCC (tri-n-butyl vinyl tin), [Cl-].[Li+] (lithium chloride), palladium tetra-triphenyl phosphine. Run in CCOCC (ether), O1CCOCC1 (dioxane). Reaction conditions: temperature 98 celsius, time 4 hour. Yields the product C(=C)C=1C(=C(C(=O)O)C=C(C1F)F)F (3-Ethenyl-2,4,5-trifluorobenzoic acid). The yield is 73.1%. RXN SMILES: [F:1][C:2]1[C:11](S(C(F)(F)F)(=O)=O)=[C:10]([F:19])[C:9]([F:20])=[CH:8][C:3]=1[C:4]([O:6]C)=[O:5].[CH2:21]([Sn](CCCC)(CCCC)C=C)[CH2:22]CC.[Cl-].[Li+]>O1CCOCC1.CCOCC>[CH:21]([C:11]1[C:2]([F:1])=[C:3]([CH:8]=[C:9]([F:20])[C:10]=1[F:19])[C:4]([OH:6])=[O:5])=[CH2:22] |f:2.3|. Procedure details: To a solution of 2,4,5-trifluoro-3-trifluoro methanesulfonyl benzoic acid, methyl ester (22.0 g, 0.065 mol) in dioxane (100 mL) was added tri-n-butyl vinyl tin (21.6 g, 0.068 mol), lithium chloride (16.7 g, 0.37 mL) 2,6-di-t-butyl-4-methylphenol (0.08 g) and palladium-tetra-triphenyl phosphine (1.1 g). The mixture was heated at 98° C. for 12 hours, cooled, diluted with ether and filtered through celite. The ether layer was concentrated and the resulting residue suspended in hexane and filtered. ... Starting materials: Cc1ccc(C)n1-c1cc(Br)cc(C(F)(F)F)c1, O=C([O-])[O-], CN1CCNCC1, Cc1ccccc1, [Cs+], [Cs+], O=C(C=Cc1ccccc1)C=Cc1ccccc1, O=C(C=Cc1ccccc1)C=Cc1ccccc1, O=C(C=Cc1ccccc1)C=Cc1ccccc1, [Pd], [Pd]. Product: Cc1ccc(C)n1-c1cc(N2CCN(C)CC2)cc(C(F)(F)F)c1. RXN SMILES: [Br:1][c:2]1[cH:3][c:4](-[n:12]2[c:13]([CH3:18])[cH:14][cH:15][c:16]2[CH3:17])[cH:5][c:6]([C:8]([F:9])([F:10])[F:11])[cH:7]1.[C:26](=[O:27])([O-:28])[O-:29].[CH3:19][N:20]1[CH2:21][CH2:22][NH:23][CH2:24][CH2:25]1.[CH3:32][c:33]1[cH:34][cH:35][cH:36][cH:37][cH:38]1.[Cs+:30].[Cs+:31].[O:41]=[C:42]([CH:43]=[CH:44][c:45]1[cH:46][cH:47][cH:48][cH:49][cH:50]1)[CH:51]=[CH:52][c:53]1[cH:54][cH:55][cH:56][cH:57][cH:58]1.[O:59]=[C:60]([CH:61]=[CH:62][c:63]1[cH:64][cH:65][cH:66][cH:67][cH:68]1)[CH:69]=[CH:70][c:71]1[cH:72][cH:73][cH:74][cH:75][cH:76]1.[O:77]=[C:78]([CH:79]=[CH:80][c:81]1[cH:82][cH:83][cH:84][cH:85][cH:86]1)[CH:87]=[CH:88][c:89]1[cH:90][cH:91][cH:92][cH:93][cH:94]1.[Pd:39].[Pd:40]>>[c:2]1([N:23]2[CH2:22][CH2:21][N:20]([CH3:19])[CH2:25][CH2:24]2)[cH:3][c:4](-[n:12]2[c:13]([CH3:18])[cH:14][cH:15][c:16]2[CH3:17])[cH:5][c:6]([C:8]([F:9])([F:10])[F:11])[cH:7]1. Starting materials: ClC1=CC=C(C(=N1)OC)C1=NC=CC2=CC(=CC=C12)S(=O)(=O)N(C1=NC=NC=C1)CC1=CC=C(C=C1)OC (1-(6-chloro-2-methoxypyridin-3-yl)-N-(4-methoxybenzyl)-N-(pyrimidin-4-yl)isoquinoline-6-sulfonamide), FC=1C=C(C=CC1F)B(O)O ((3,4-difluorophenyl)boronic acid), C([O-])([O-])=O.[K+].[K+] (potassium carbonate). The reagents and catalysts are C=1C=CC(=CC1)[P](C=2C=CC=CC2)(C=3C=CC=CC3)[Pd]([P](C=4C=CC=CC4)(C=5C=CC=CC5)C=6C=CC=CC6)([P](C=7C=CC=CC7)(C=8C=CC=CC8)C=9C=CC=CC9)[P](C=1C=CC=CC1)(C=1C=CC=CC1)C=1C=CC=CC1 (Pd(Ph3P)4). Product: FC=1C=C(C=CC1F)C1=CC=C(C(=N1)OC)C1=NC=CC2=CC(=CC=C12)S(=O)(=O)N(C1=NC=NC=C1)CC1=CC=C(C=C1)OC (1-(6-(3,4-difluorophenyl)-2-methoxypyridin-3-yl)-N-(4-methoxybenzyl)-N-(pyrimidin-4-yl)isoquinoline-6-sulfonamide). As a reaction SMILES: Cl[C:2]1[N:7]=[C:6]([O:8][CH3:9])[C:5]([C:10]2[C:19]3[C:14](=[CH:15][C:16]([S:20]([N:23]([CH2:30][C:31]4[CH:36]=[CH:35][C:34]([O:37][CH3:38])=[CH:33][CH:32]=4)[C:24]4[CH:29]=[CH:28][N:27]=[CH:26][N:25]=4)(=[O:22])=[O:21])=[CH:17][CH:18]=3)[CH:13]=[CH:12][N:11]=2)=[CH:4][CH:3]=1.[F:39][C:40]1[CH:41]=[C:42](B(O)O)[CH:43]=[CH:44][C:45]=1[F:46].C(=O)([O-])[O-].[K+].[K+]>C1C=CC([P]([Pd]([P](C2C=CC=CC=2)(C2C=CC=CC=2)C2C=CC=CC=2)([P](C2C=CC=CC=2)(C2C=CC=CC=2)C2C=CC=CC=2)[P](C2C=CC=CC=2)(C2C=CC=CC=2)C2C=CC=CC=2)(C2C=CC=CC=2)C2C=CC=CC=2)=CC=1>[F:39][C:40]1[CH:41]=[C:42]([C:2]2[N:7]=[C:6]([O:8][CH3:9])[C:5]([C:10]3[C:19]4[C:14](=[CH:15][C:16]([S:20]([N:23]([CH2:30][C:31]5[CH:36]=[CH:35][C:34]([O:37][CH3:38])=[CH:33][CH:32]=5)[C:24]5[CH:29]=[CH:28][N:27]=[CH:26][N:25]=5)(=[O:22])=[O:21])=[CH:17][CH:18]=4)[CH:13]=[CH:12][N:11]=3)=[CH:4][CH:3]=2)[CH:43]=[CH:44][C:45]=1[F:46] |f:2.3.4,^1:59,61,80,99|. Procedure: A microwave vial was charged with 1-(6-chloro-2-methoxypyridin-3-yl)-N-(4-methoxybenzyl)-N-(pyrimidin-4-yl)isoquinoline-6-sulfonamide (Intermediate EEEEE; 0.052 g, 0.095 mmol), (3,4-difluorophenyl)boronic acid (0.022 g, 0.142 mmol), potassium carbonate (0.039 g, 0.285 mmol), and Pd(Ph3P)4 (10.96 mg, 9.49 μmol). The vial was flushed with Ar (g), then Dioxane (0.712 mL) and Water (0.237 mL) were added. The reaction was microwaved at 90° C. for one hour. The reaction was diluted with ethyl acetate ...